This data is from the Open Reaction Database (ORD), a public repository of structured organic reaction records. The task is: describe an organic reaction: reactants, conditions, products, and yield Reactants: O=C([O-])[O-], Oc1ccc(Oc2cccc(C(F)(F)F)c2)cc1Cl, CCOC(=O)NCCCl, [K+], [K+]. Product: CCOC(=O)NCCOc1ccc(Oc2cccc(C(F)(F)F)c2)cc1Cl. RXN SMILES: [C:29](=[O:30])([O-:31])[O-:32].[Cl:1][c:2]1[c:3]([OH:19])[cH:4][cH:5][c:6]([O:8][c:9]2[cH:10][c:11]([C:15]([F:16])([F:17])[F:18])[cH:12][cH:13][cH:14]2)[cH:7]1.[Cl:20][CH2:21][CH2:22][NH:23][C:24]([O:25][CH2:26][CH3:27])=[O:28].[K+:33].[K+:34]>>[Cl:1][c:2]1[c:3]([O:19][CH2:21][CH2:22][NH:23][C:24]([O:25][CH2:26][CH3:27])=[O:28])[cH:4][cH:5][c:6]([O:8][c:9]2[cH:10][c:11]([C:15]([F:16])([F:17])[F:18])[cH:12][cH:13][cH:14]2)[cH:7]1.